This data is from the Open Reaction Database (ORD), a public repository of structured organic reaction records. The task is: describe an organic reaction: reactants, conditions, products, and yield Product: COC(=O)C=1N=C(SC1)NC([C@H](CC=1SC=CN1)N)=O (2-((S)-2-Amino-3-thiazol-2-yl-propionylamino)-thiazole-4-carboxylic acid methyl ester). Reactants: (R)—N-(tert-butyloxycarbonyl)-4-methyoxyphenylglycine, COC(=O)C=1N=C(SC1)NC([C@H](CC1=CC=CC=C1)N)=O (2-((S)-2-amino-3-phenyl-propionylamino)-thiazole-4-carboxylic acid methyl ester), C(C)(C)(C)OC(=O)N[C@H](C(=O)O)CC=1SC=CN1 ((S)-2-tert-butoxycarbonylamino-3-thiazol-2-yl-propionic acid), COC(=O)C=1N=C(SC1)NC(C(CC=1SC=CN1)N)=O (2-(2-amino-3-thiazol-2-yl-propionylamino)-thiazole-4-carboxylic acid methyl ester), C(C)(C)(C)OC(=O)N[C@@H](C(=O)O)C1=CC=CC=C1 ((R)-tert-butoxycarbonylamino-phenylacetic acid). Reported procedure: Prepared as described in example 10 except that (R)—N-(tert-butyloxycarbonyl)-4-methyoxyphenylglycine and 2-(2-amino-3-thiazol-2-yl-propionylamino)-thiazole-4-carboxylic acid methyl ester were used in place of (R)-tert-butoxycarbonylamino-phenylacetic acid and 2-((S)-2-amino-3-phenyl-propionylamino)-thiazole-4-carboxylic acid methyl ester respectively in step 1. 2-((S)-2-Amino-3-thiazol-2-yl-propionylamino)-thiazole-4-carboxylic acid methyl ester was prepared as described in example 3 except tha... RXN SMILES: [CH3:1][O:2][C:3]([C:5]1[N:6]=[C:7]([NH:10][C:11](=[O:20])[CH:12]([NH2:19])[CH2:13][C:14]2[S:15][CH:16]=[CH:17][N:18]=2)[S:8][CH:9]=1)=[O:4].C(OC(N[C@H](C1C=CC=CC=1)C(O)=O)=O)(C)(C)C.COC(C1N=C(NC(=O)[C@@H](N)CC2C=CC=CC=2)SC=1)=O.C(OC(N[C@@H](CC1SC=CN=1)C(O)=O)=O)(C)(C)C>>[CH3:1][O:2][C:3]([C:5]1[N:6]=[C:7]([NH:10][C:11](=[O:20])[C@@H:12]([NH2:19])[CH2:13][C:14]2[S:15][CH:16]=[CH:17][N:18]=2)[S:8][CH:9]=1)=[O:4]. Starting materials: BrCCCOC1=CC=C(CNC2=CC(=NC(=N2)OCC(F)(F)F)NC2=CC=C(C(=O)OC(C)(C)C)C=C2)C=C1 (Tert-butyl 4-((6-((4-(3-bromopropoxy)benzyl)amino)-2-(2,2,2-trifluoroethoxy)pyrimidin-4-yl)amino)benzoate), Cl (HCl). The solvent is O1CCOCC1 (dioxane). Product: BrCCCOC1=CC=C(CNC2=CC(=NC(=N2)OCC(F)(F)F)NC2=CC=C(C(=O)O)C=C2)C=C1 (4-((6-((4-(3-bromopropoxy)benzyl)amino)-2-(2,2,2-trifluoroethoxy)pyrimidin-4-yl)amino)benzoic acid). Reaction SMILES: [Br:1][CH2:2][CH2:3][CH2:4][O:5][C:6]1[CH:39]=[CH:38][C:9]([CH2:10][NH:11][C:12]2[N:17]=[C:16]([O:18][CH2:19][C:20]([F:23])([F:22])[F:21])[N:15]=[C:14]([NH:24][C:25]3[CH:37]=[CH:36][C:28]([C:29]([O:31]C(C)(C)C)=[O:30])=[CH:27][CH:26]=3)[CH:13]=2)=[CH:8][CH:7]=1.Cl>O1CCOCC1>[Br:1][CH2:2][CH2:3][CH2:4][O:5][C:6]1[CH:7]=[CH:8][C:9]([CH2:10][NH:11][C:12]2[N:17]=[C:16]([O:18][CH2:19][C:20]([F:23])([F:22])[F:21])[N:15]=[C:14]([NH:24][C:25]3[CH:26]=[CH:27][C:28]([C:29]([OH:31])=[O:30])=[CH:36][CH:37]=3)[CH:13]=2)=[CH:38][CH:39]=1. Procedure: Tert-butyl 4-((6-((4-(3-bromopropoxy)benzyl)amino)-2-(2,2,2-trifluoroethoxy)pyrimidin-4-yl)amino)benzoate (90 mg, 0.15 mmol) and 4 N HCl in dioxane (2 mL) were stirred for 10 mins then concentrated under vacuum to give 4-((6-((4-(3-bromopropoxy)benzyl)amino)-2-(2,2,2-trifluoroethoxy)pyrimidin-4-yl)amino)benzoic acid which was carried to the next step without purification. Reactants: C(#N)[C@H]1N(CCC1)C(=O)[C@H]1N([C@@H]2[C@H]([C@H]([C@H]1CC2)O)O)C(=O)OC(C)(C)C (Tert-Butyl (1S,3S,4S,5S,6R)-3-{[(2S)-2-cyano-1-pyrrolidinyl]carbonyl}-5,6-dihydroxy-2-azabicyclo[2.2.2]octane-2-carboxylate), Cl (HCl). Solvent: C(Cl)(Cl)Cl (chloroform), O1CCOCC1 (dioxane). Reaction conditions: time 15 minute. Product: Cl.O[C@H]1[C@@H]2[C@H](N[C@H]([C@H]1O)CC2)C(=O)N2[C@@H](CCC2)C#N ((2S)-1-{[(1S,3S,4S,5S,6R)-5,6-Dihydroxy-2-azabicyclo [2.2.2]oct-3-yl]carbonyl}-2-pyrrolidinecarbonitrile hydrochloride). Reaction SMILES: [C:1]([C@@H:3]1[CH2:7][CH2:6][CH2:5][N:4]1[C:8]([C@@H:10]1[C@@H:15]2[CH2:16][CH2:17][C@@H:12]([C@@H:13]([OH:19])[C@H:14]2[OH:18])[N:11]1C(OC(C)(C)C)=O)=[O:9])#[N:2].[ClH:27]>C(Cl)(Cl)Cl.O1CCOCC1>[ClH:27].[OH:18][C@@H:14]1[C@H:13]([OH:19])[C@@H:12]2[CH2:17][CH2:16][C@H:15]1[C@@H:10]([C:8]([N:4]1[CH2:5][CH2:6][CH2:7][C@H:3]1[C:1]#[N:2])=[O:9])[NH:11]2 |f:4.5|. Procedure: To a solution of tert-butyl (1S,3S,4S,5S,6R)-3-{[(2S)-2-cyano-1-pyrrolidinyl]carbonyl}-5,6-dihydroxy-2-azabicyclo[2.2.2]octane-2-carboxylate obtained in Example 1-4 (122 mg) in chloroform (1 mL), was added 4N HCl in dioxane (3 mL) at room temperature. The reaction mixture was stirred for 15 minutes and the organic solvent was removed in vacuo. The residue was triturated with ethyl acetate to give the target compound as a white powder (100 mg). Reactants: C=1(O)C(O)=CC=CC1 (pyrocatechol), P(=O)(OC)(Cl)Cl (methyl dichlorophosphate), C(C)#N (acetonitrile). Run in C(C)N(CC)CC (triethylamine). Conditions: temperature -25 celsius. The product is P1(=O)(OC)OC2=C(C=CC=C2)O1 (methyl o-phenylene phosphate). Isolated yield 129.5%. RXN SMILES: [C:1]1([C:3](=[CH:5][CH:6]=[CH:7][CH:8]=1)[OH:4])[OH:2].[P:9](Cl)(Cl)([O:11][CH3:12])=[O:10].C(#N)C>C(N(CC)CC)C>[P:9]1([O:4][C:3]2[CH:5]=[CH:6][CH:7]=[CH:8][C:1]=2[O:2]1)([O:11][CH3:12])=[O:10]. Reported procedure: To 1.418 g of pyrocatechol were added 1.917 g of methyl dichlorophosphate and 11 ml of acetonitrile. The mixture was cooled to -25° C. and 2.605 g of triethylamine was added dropwise at -25° C. to -20° C. with stirring. The dropping funnel was washed with 1 ml of acetonitrile and the washings were added to the mixture. After stirring at the same temperature for 10 minutes, the reaction mixture was allowed to return to 10° C. and then filtered. The filtration residue was washed with a 5-ml and 3-...